Dataset: the Open Reaction Database (ORD), a public repository of structured organic reaction records. Task: describe an organic reaction: reactants, conditions, products, and yield The reactants are FC=1C=C(COC2=CC=C(C=C2)N)C=CC1 (4-(3-fluoro-benzyloxy)-phenylamine), C(#N)CC(=O)O (cyanoacetic acid). Yields the product C(#N)CC(=O)NC1=CC=C(C=C1)OCC1=CC(=CC=C1)F (2-Cyano-N-[4-(3-fluoro-benzyloxy)-phenyl]-acetamide). RXN SMILES: [F:1][C:2]1[CH:3]=[C:4]([CH:14]=[CH:15][CH:16]=1)[CH2:5][O:6][C:7]1[CH:12]=[CH:11][C:10]([NH2:13])=[CH:9][CH:8]=1.[C:17]([CH2:19][C:20](O)=[O:21])#[N:18]>>[C:17]([CH2:19][C:20]([NH:13][C:10]1[CH:11]=[CH:12][C:7]([O:6][CH2:5][C:4]2[CH:14]=[CH:15][CH:16]=[C:2]([F:1])[CH:3]=2)=[CH:8][CH:9]=1)=[O:21])#[N:18]. Reported procedure: The title compound is prepared in analogy to example 2, starting from 4-(3-fluoro-benzyloxy)-phenylamine (prepared as in example 1b) and cyanoacetic acid. Yield after recrystallisation from methanol: 50%. Colorless crystals with mp=164-166° C.